Dataset: the Open Reaction Database (ORD), a public repository of structured organic reaction records. Task: describe an organic reaction: reactants, conditions, products, and yield Run at time 1 hour. Procedure: Triethyl orthoformate (3 ml, 18 mmol) and p-Toluenesulfonic acid (30 mg, 0.16 mmol) were added to a suspension of 15α-acetoxy-18-methyl-estr-4-en-3,17-dione (3 g, 8.72 mmol) in ethanol (20 ml). The mixture was stirred at room temperature for 1 h. Cyclohexylamine (1 ml, 8.75 mmol) was added and the mixture was heated at 30° C. for 2 h, cooled to 10° C. and water (20 ml) was then added. The precipitate was filtered, washed with water and dried under vacuum, to afford 3-ethoxy-18-methyl-estra-3,5,1... Product: C(C)OC1=CC2=CC[C@H]3[C@@H]4C=CC([C@@]4(CC)CC[C@@H]3[C@H]2CC1)=O (3-ethoxy-18-methyl-estra-3,5,15-trien-17-one). Run in C(C)O (ethanol). Reactants: C(OCC)(OCC)OCC (Triethyl orthoformate), C(C)(=O)O[C@H]1CC([C@]2(CC)[C@@H]1[C@@H]1CCC3=CC(CC[C@@H]3[C@H]1CC2)=O)=O (15α-acetoxy-18-methyl-estr-4-en-3,17-dione), O (water), C1(CCCCC1)N (Cyclohexylamine). The yield is 73.4%. Reagents/catalysts: C1(=CC=C(C=C1)S(=O)(=O)O)C (p-Toluenesulfonic acid). RXN SMILES: [CH:1]([O:8][CH2:9][CH3:10])(OCC)OCC.C(O[C@@H:15]1[C@H:21]2[C@H:22]3[C@H:31]([CH2:32][CH2:33][C@:18]2([CH2:19][CH3:20])[C:17](=[O:35])[CH2:16]1)[C@@H:30]1[C:25](=[CH:26]C(=O)[CH2:28][CH2:29]1)[CH2:24][CH2:23]3)(=O)C.C1(N)CCCCC1.O>C(O)C.C1(C)C=CC(S(O)(=O)=O)=CC=1>[CH2:9]([O:8][C:1]1[CH2:28][CH2:29][C@H:30]2[C:25](=[CH:24][CH2:23][C@@H:22]3[C@@H:31]2[CH2:32][CH2:33][C@@:18]2([CH2:19][CH3:20])[C@H:21]3[CH:15]=[CH:16][C:17]2=[O:35])[CH:26]=1)[CH3:10]. Starting materials: FC(C(=O)O)(F)F (Trifluoroacetic acid), C(C)(=O)OC(C1=CC=C(C=C1)OCCCCC1OC(OC1)(C)C)OC(C)=O (Acetyloxy{4-[4-(2,2-dimethyl(1,3-dioxolan-4-yl))butoxy]phenyl}methyl acetate). The solvent is CO (methanol), C(C)(=O)OCC (ethyl acetate), C(C)(=O)OCC (ethyl acetate), CO (methanol). Run at time 40 minute. Yields the product C(C)(=O)OC(C1=CC=C(C=C1)OCCCCC(CO)O)OC(C)=O (Acetyloxy[4-(5,6-dihydroxyhexyloxy)phenyl]methyl acetate). Reaction SMILES: FC(F)(F)C(O)=O.[C:8]([O:11][CH:12]([O:31][C:32](=[O:34])[CH3:33])[C:13]1[CH:18]=[CH:17][C:16]([O:19][CH2:20][CH2:21][CH2:22][CH2:23][CH:24]2[CH2:28][O:27]C(C)(C)[O:25]2)=[CH:15][CH:14]=1)(=[O:10])[CH3:9]>CO.C(OCC)(=O)C>[C:32]([O:31][CH:12]([O:11][C:8](=[O:10])[CH3:9])[C:13]1[CH:14]=[CH:15][C:16]([O:19][CH2:20][CH2:21][CH2:22][CH2:23][CH:24]([OH:25])[CH2:28][OH:27])=[CH:17][CH:18]=1)(=[O:34])[CH3:33]. Procedure: Trifluoroacetic acid (1.5 ml) was added to a solution of 7 (5.8 g, 15.26 mmol) in 20% aqueous methanol. The solution was stirred for 40 min at room temperature and then diluted with 400 ml of ethyl acetate and washed with 400 ml of 5% sodium bicarbonate solution followed by 400 ml of water. The organic solution was dried over sodium sulfate and evaporated. The residue was purified by silica gel chromatography eluting with a gradient of 50% hexane in ethyl acetate to 100% ethyl acetate to 5% meth... The reactants are O (water), BrC=1C(=C(C(=C2C1C(=O)OC2=O)Br)Br)Br (Tetrabromophthalic anhydride), C(C)C(CO)CCCC (2-ethyl-1-hexanol), product. The reagents and catalysts are CC([O-])C.[Ti+4].CC([O-])C.CC([O-])C.CC([O-])C (titanium (IV) isopropoxide). Product: BrC=1C(=C(C(=C(C1C(=O)OCC(CCCC)CC)C(=O)OCC(CCCC)CC)Br)Br)Br (Bis(2-ethyl-1-hexyl) Tetrabromophthalate). As a reaction SMILES: [Br:1][C:2]1[C:3]([Br:15])=[C:4]([Br:14])[C:5]([Br:13])=[C:6]2[C:11](=[O:12])[O:10][C:8](=[O:9])[C:7]=12.[CH2:16]([CH:18]([CH2:21][CH2:22][CH2:23][CH3:24])[CH2:19]O)[CH3:17].[OH2:25]>CC(C)[O-].[Ti+4].CC(C)[O-].CC(C)[O-].CC(C)[O-]>[Br:13][C:5]1[C:4]([Br:14])=[C:3]([Br:15])[C:2]([Br:1])=[C:7]([C:8]([O:9][CH2:11][CH:6]([CH2:7][CH3:8])[CH2:5][CH2:4][CH2:3][CH3:2])=[O:25])[C:6]=1[C:11]([O:10][CH2:19][CH:18]([CH2:16][CH3:17])[CH2:21][CH2:22][CH2:23][CH3:24])=[O:12] |f:3.4.5.6.7|. Reported procedure: Tetrabromophthalic anhydride (1391.1 grams; 3.0 moles), 2-ethyl-1-hexanol (1171.8 grams; 9.0 moles) and titanium (IV) isopropoxide (7 ml.; 0.5 volume percent on tetrabromophthalic anhydride) were charged into a 3,000 ml. reaction flask maintained under a nitrogen atmosphere. The reaction flask was fitted with a mechanical stirrer. thermometer. nitrogen inlet tube, and a Dean-Stark water trap connected to a Friedrich condensor. The reaction mixture was heated with agitation at a temperature equal... The reactants are O=C(NOC1CCCCO1)C1CN(C(=O)Oc2ccccc2)CCN1S(=O)(=O)c1ccc(-c2ccc(F)cc2)s1, NCCO, CN(C)C=O. The product is O=C(NOC1CCCCO1)C1CN(C(=O)NCCO)CCN1S(=O)(=O)c1ccc(-c2ccc(F)cc2)s1. Reaction SMILES: [F:5][c:6]1[cH:7][cH:8][c:9](-[c:12]2[cH:13][cH:14][c:15]([S:17](=[O:18])(=[O:19])[N:20]3[CH:21]([C:35](=[O:36])[NH:37][O:38][CH:39]4[O:40][CH2:41][CH2:42][CH2:43][CH2:44]4)[CH2:22][N:23]([C:26](=[O:27])[O:28][c:29]4[cH:30][cH:31][cH:32][cH:33][cH:34]4)[CH2:24][CH2:25]3)[s:16]2)[cH:10][cH:11]1.[NH2:1][CH2:2][CH2:3][OH:4].[O:45]=[CH:46][N:47]([CH3:48])[CH3:49]>>[NH:1]([CH2:2][CH2:3][OH:4])[C:26]([N:23]1[CH2:22][CH:21]([C:35](=[O:36])[NH:37][O:38][CH:39]2[O:40][CH2:41][CH2:42][CH2:43][CH2:44]2)[N:20]([S:17]([c:15]2[cH:14][cH:13][c:12](-[c:9]3[cH:8][cH:7][c:6]([F:5])[cH:11][cH:10]3)[s:16]2)(=[O:18])=[O:19])[CH2:25][CH2:24]1)=[O:27]. Reactants: ClC1=CC=C2CCN(C2=C1)C1=NC=NC2=CC=C(C=C12)NC=O (N-[4-(6-Chloro-2,3-dihydro-indol-1-yl)-quinazolin-6-yl]-formamide), Cl (HCl), C(C)OCC (diethyl ether). The solvent is CO (methanol), CO (methanol). Run at time 1 hour. Yields the product Cl.ClC1=CC=C2CCN(C2=C1)C1=NC=NC2=CC=C(C=C12)N (4-(6-Chloro-2,3-dihydro-indol-1-yl)-quinazolin-6-ylamine hydrochloride). As a reaction SMILES: [Cl:1][C:2]1[CH:10]=[C:9]2[C:5]([CH2:6][CH2:7][N:8]2[C:11]2[C:20]3[C:15](=[CH:16][CH:17]=[C:18]([NH:21]C=O)[CH:19]=3)[N:14]=[CH:13][N:12]=2)=[CH:4][CH:3]=1.Cl.C(OCC)C>CO>[ClH:1].[Cl:1][C:2]1[CH:10]=[C:9]2[C:5]([CH2:6][CH2:7][N:8]2[C:11]2[C:20]3[C:15](=[CH:16][CH:17]=[C:18]([NH2:21])[CH:19]=3)[N:14]=[CH:13][N:12]=2)=[CH:4][CH:3]=1 |f:4.5|. Procedure: N-[4-(6-Chloro-2,3-dihydro-indol-1-yl)-quinazolin-6-yl]-formamide (1.0055 g, 3.10 mmol) was slurried into 20 mL methanol, treated with 20 mL 1N HCl in methanol, and stirred at room temperature for one hour. Dilution to 125 mL with diethyl ether afforded yellow solid, 0.8430 g (82%; another 0.089 g obtained from subsequent cooling of mother liquor): M.P. 289°-290° C. (dec); LC-MS: 297 (MH+), 299 ((M+2)H+). Starting materials: C(=O)C1=CC(=CN1C)C(=O)OC(C)(C)C (tert-butyl 5-formyl-1-methyl-1H-pyrrole-3-carboxylate), CC(C)(C)[S@](=O)N ((S)-2-methylpropane-2-sulfinamide), O (water). The reagents and catalysts are CC([O-])C.[Ti+4].CC([O-])C.CC([O-])C.CC([O-])C (titanium isopropoxide). The solvent is C(Cl)Cl (DCM). Run at time 20 hour. The product is C(C)(C)(C)[S@](=O)\N=C\C1=CC(=CN1C)C(=O)OC(C)(C)C ((S,E)-tert-butyl 5-((tert-butylsulfinylimino)methyl)-1-methyl-1H-pyrrole-3-carboxylate). Isolated yield 64.0%. As a reaction SMILES: [CH:1]([C:3]1[N:7]([CH3:8])[CH:6]=[C:5]([C:9]([O:11][C:12]([CH3:15])([CH3:14])[CH3:13])=[O:10])[CH:4]=1)=O.[CH3:16][C:17]([S@@:20]([NH2:22])=[O:21])([CH3:19])[CH3:18].O>C(Cl)Cl.CC(C)[O-].[Ti+4].CC(C)[O-].CC(C)[O-].CC(C)[O-]>[C:17]([S@@:20](/[N:22]=[CH:1]/[C:3]1[N:7]([CH3:8])[CH:6]=[C:5]([C:9]([O:11][C:12]([CH3:15])([CH3:14])[CH3:13])=[O:10])[CH:4]=1)=[O:21])([CH3:19])([CH3:18])[CH3:16] |f:4.5.6.7.8|. Procedure: To a solution of tert-butyl 5-formyl-1-methyl-1H-pyrrole-3-carboxylate (3.0 g, 14.5 mmol), (S)-2-methylpropane-2-sulfinamide (2.6 g, 21.8 mmol) in DCM (200 mL) was added titanium isopropoxide (24.8 g, 87 mmol). The mixture was stirred at rt for 20 h then water (30 mL) was added to quench the reaction. The solid precipitate was filtered and the filtrate was concentrated and purified by flash column chromatography (petroleum ether: EtOAc, 5:1) to give (S,E)-tert-butyl 5-((tert-butylsulfinylimino)m...